Dataset: the Open Reaction Database (ORD), a public repository of structured organic reaction records. Task: describe an organic reaction: reactants, conditions, products, and yield Reactants: C1(=CC=C(C=C1)S(=O)(=O)Cl)C (p-toluenesulfonyl chloride), ClC=1C=C(C(=O)OO)C=CC1 (3-Chloroperoxybenzoic acid), C(C)OCC=1N(C2=C(C=NC=3C=CC(=CC23)NC(C(C)C)=O)N1)CC(C)(C)O (N-[2-(ethoxymethyl)-1-(2-hydroxy-2-methylpropyl)-1H-imidazo[4,5-c]quinolin-8-yl]-2-methylpropanamide), [OH-].[NH4+] (ammonium hydroxide). Run in C(Cl)(Cl)Cl (chloroform). Run at time 1 hour. Yields the product NC1=NC=2C=CC(=CC2C2=C1N=C(N2CC(C)(C)O)COCC)NC(C(C)C)=O (N-[4-amino-2-(ethoxymethyl)-1-(2-hydroxy-2-methylpropyl)-1H-imidazo[4,5-c]quinolin-8-yl]-2-methylpropanamide). RXN SMILES: ClC1C=C(C=CC=1)C(OO)=O.[CH2:12]([O:14][CH2:15][C:16]1[N:17]([CH2:35][C:36]([OH:39])([CH3:38])[CH3:37])[C:18]2[C:27]3[CH:26]=[C:25]([NH:28][C:29](=[O:33])[CH:30]([CH3:32])[CH3:31])[CH:24]=[CH:23][C:22]=3[N:21]=[CH:20][C:19]=2[N:34]=1)[CH3:13].[OH-].[NH4+:41].C1(C)C=CC(S(Cl)(=O)=O)=CC=1>C(Cl)(Cl)Cl>[NH2:41][C:20]1[C:19]2[N:34]=[C:16]([CH2:15][O:14][CH2:12][CH3:13])[N:17]([CH2:35][C:36]([OH:39])([CH3:37])[CH3:38])[C:18]=2[C:27]2[CH:26]=[C:25]([NH:28][C:29](=[O:33])[CH:30]([CH3:31])[CH3:32])[CH:24]=[CH:23][C:22]=2[N:21]=1 |f:2.3|. Procedure: 3-Chloroperoxybenzoic acid (60% pure, 0.283 g, 1.0 mmol) was added to a solution of N-[2-(ethoxymethyl)-1-(2-hydroxy-2-methylpropyl)-1H-imidazo[4,5-c]quinolin-8-yl]-2-methylpropanamide (0.380 g, 1.0 mmol) in chloroform (10 mL) and the reaction was stirred for 1 hour. The mixture was cooled in an ice bath and ammonium hydroxide (3 mL) was added. After 15 minutes of stirring, p-toluenesulfonyl chloride (0.190 g, 1.0 mmol) was added and the reaction mixture was stirred for 72 hours. The fractions w... Starting materials: C1=C(C=CC=C1O)C (m-cresol), [OH-].[K+] (potassium hydroxide), CC1=C(O)C=CC(=C1)O (methylhydroquinone), C1=C(C=CC=C1O)C (m-cresol), CC1=C(C(O)=CC=C1)O (methylcatechol), 108.0g, C1=C(C=CC=C1O)C (m-cresol), C1(=CC(O)=CC(C)=C1)O (orcinol), S(O)(O)(=O)=O (Sulfuric acid), 147.9g, aryl carboxylic acids. The solvent is C(C)OCC (diethyl ether). Run at time 40 minute. The product is C=1(C(=CC=CC1O)C)S(=O)(=O)O (m-cresolsulfonic acid). Reaction SMILES: [CH:1]1[C:6]([OH:7])=[CH:5][CH:4]=[CH:3][C:2]=1[CH3:8].[S:9](=O)(=[O:12])([OH:11])[OH:10].C1(O)C=C(C)C=C(O)C=1.CC1C=C(O)C=CC=1O.CC1C=CC=C(O)C=1O.[OH-].[K+]>C(OCC)C>[C:1]1([S:9]([OH:12])(=[O:11])=[O:10])[C:2]([CH3:8])=[CH:3][CH:4]=[CH:5][C:6]=1[OH:7] |f:5.6|. Procedure details: A 500 ml three-neck flask, equipped with magnetic stirrer, addition funnel and reflux condenser, was charged with 108.0g (1.0 mole) of m-cresol. Sulfuric acid (96.5%), 147.9g was added dropwise during 25 minutes, while the temperature rose to 80°. External heating by mantle raised the temperature to 107° during 15 min. and Sample 1 was withdrawn. The sample was diluted with water, made basic with aqueous sodium hydroxide and the water was evaporated. The resultant salts, 11.0 g. were fused with ... Starting materials: COC(=O)C=1C(=C2C=C(C(N(C2=CN1)CC1=CC=CC=C1)=O)C=1C=CC=2C(=NON2)C1)O (3-benzo[1,2,5]oxadiazol-5-yl-1-benzyl-5-hydroxy-2-oxo-1,2-dihydro-[1,7]naphthyridine-6-carboxylic acid methyl ester), NCCC(=O)O (β-alanine), C[O-].[Na+] (NaOMe). Reaction conditions: time 24 hour. The product is N1=C2C(=NO1)C=C(C=C2)C=2C(N(C1=CN=C(C(=C1C2)O)C(=O)NCCC(=O)O)CC2=CC=CC=C2)=O (3-[(3-Benzo[1,2,5]oxadiazol-5-yl-1-benzyl-5-hydroxy-2-oxo-1,2-dihydro-[1,7]naphthyridine-6-carbonyl)-amino]-propionic acid). Isolated yield 61.5%. Reaction SMILES: CO[C:3]([C:5]1[C:6]([OH:32])=[C:7]2[C:12](=[CH:13][N:14]=1)[N:11]([CH2:15][C:16]1[CH:21]=[CH:20][CH:19]=[CH:18][CH:17]=1)[C:10](=[O:22])[C:9]([C:23]1[CH:24]=[CH:25][C:26]3[C:27]([CH:31]=1)=[N:28][O:29][N:30]=3)=[CH:8]2)=[O:4].[NH2:33][CH2:34][CH2:35][C:36]([OH:38])=[O:37].C[O-].[Na+]>>[N:30]1[O:29][N:28]=[C:27]2[CH:31]=[C:23]([C:9]3[C:10](=[O:22])[N:11]([CH2:15][C:16]4[CH:17]=[CH:18][CH:19]=[CH:20][CH:21]=4)[C:12]4[C:7]([CH:8]=3)=[C:6]([OH:32])[C:5]([C:3]([NH:33][CH2:34][CH2:35][C:36]([OH:38])=[O:37])=[O:4])=[N:14][CH:13]=4)[CH:24]=[CH:25][C:26]=12 |f:2.3|. Reported procedure: A mixture of 3-benzo[1,2,5]oxadiazol-5-yl-1-benzyl-5-hydroxy-2-oxo-1,2-dihydro-[1,7]naphthyridine-6-carboxylic acid methyl ester (33 mg, 0.077 mmol), β-alanine (687 mg, 7.7 mmol) and NaOMe solution (12 mL, 6.2 mmol, 0.5 M in MeOH) was refluxed for 16 h. After stirring the mixture for another 24 h at r.t., the solvent was evaporated in vacuo. The residue was partitioned between EtOAc and water. 1 M HCl was added with vigorous stirring until pH was about 3-4. The organic layer was washed with brin...